From a dataset of the Open Reaction Database (ORD), a public repository of structured organic reaction records. describe an organic reaction: reactants, conditions, products, and yield The reactants are COC(=O)c1cc(-c2ccc(OC)c(OC)c2)n[nH]c1=O, ClCC1CC1. Product: COC(=O)c1cc(-c2ccc(OC)c(OC)c2)nn(CC2CC2)c1=O. As a reaction SMILES: [CH3:1][O:2][c:3]1[cH:4][c:5](-[c:11]2[cH:12][c:13]([C:18](=[O:19])[O:20][CH3:21])[c:14](=[O:17])[nH:15][n:16]2)[cH:6][cH:7][c:8]1[O:9][CH3:10].[Cl:22][CH2:23][CH:24]1[CH2:25][CH2:26]1>>[CH3:1][O:2][c:3]1[cH:4][c:5](-[c:11]2[cH:12][c:13]([C:18](=[O:19])[O:20][CH3:21])[c:14](=[O:17])[n:15]([CH2:23][CH:24]3[CH2:25][CH2:26]3)[n:16]2)[cH:6][cH:7][c:8]1[O:9][CH3:10]. Starting materials: COC(C)(C)C, COc1ccc2c(C)c(CCOS(C)(=O)=O)c(=O)oc2c1, COc1ccccc1N1CCNCC1, CCO. The product is COc1ccc2c(C)c(CCN3CCN(c4ccccc4OC)CC3)c(=O)oc2c1. RXN SMILES: [C:39]([O:40][CH3:41])([CH3:42])([CH3:43])[CH3:44].[CH3:1][S:2]([O:3][CH2:6][CH2:7][c:8]1[c:9](=[O:21])[o:10][c:11]2[c:12]([c:13]1[CH3:14])[cH:15][cH:16][c:17]([O:19][CH3:20])[cH:18]2)(=[O:4])=[O:5].[CH3:22][O:23][c:24]1[c:25]([N:30]2[CH2:31][CH2:32][NH:33][CH2:34][CH2:35]2)[cH:26][cH:27][cH:28][cH:29]1.[CH3:36][CH2:37][OH:38]>>[CH2:6]([CH2:7][c:8]1[c:9](=[O:21])[o:10][c:11]2[c:12]([c:13]1[CH3:14])[cH:15][cH:16][c:17]([O:19][CH3:20])[cH:18]2)[N:33]1[CH2:32][CH2:31][N:30]([c:25]2[c:24]([O:23][CH3:22])[cH:29][cH:28][cH:27][cH:26]2)[CH2:35][CH2:34]1. The reactants are ClC1=CC=C(CC(C(=O)O)=C)C=C1 (2-(4-chlorobenzyl)-propenoic acid), C(C)(=S)O (thioacetic acid). The product is C(C)(=O)SCC(C(=O)O)CC1=CC=C(C=C1)Cl (3-acetylthio-2-(4-chlorobenzyl)-propionic acid). Yield: 47.0%. Reaction SMILES: [Cl:1][C:2]1[CH:13]=[CH:12][C:5]([CH2:6][C:7](=[CH2:11])[C:8]([OH:10])=[O:9])=[CH:4][CH:3]=1.[C:14]([OH:17])(=[S:16])[CH3:15]>>[C:14]([S:16][CH2:11][CH:7]([CH2:6][C:5]1[CH:4]=[CH:3][C:2]([Cl:1])=[CH:13][CH:12]=1)[C:8]([OH:10])=[O:9])(=[O:17])[CH3:15]. Reported procedure: By working in a way similar to that described in example 8 and by using 2-(4-chlorobenzyl)-propenoic acid (6.7 g; 0.034 moles), prepared as described in example 13, and thioacetic acid (3.64 ml; 0.051 moles), a crude was obtained which chromatographed on silica gel (eluent ligroin:ethyl acetate=1:1) afforded 3-acetylthio-2-(4-chlorobenzyl)-propionic acid (4.36 g; 47% yield) as oil. Starting materials: C(CCC)[Li] (butyl lithium), [Si](C)(C)(C(C)(C)C)OC\C=N\[S@@](=O)C(C)(C)C ((S,E)-N-(2-(tert-butyldimethylsilyloxy)ethylidene)-2-methylpropane-2-sulfinamide), BrC1=NC=CC=C1 (2-Bromopyridine). Solvent: C1(=CC=CC=C1)C (toluene), C1(=CC=CC=C1)C (toluene), C1(=CC=CC=C1)C (toluene), [Cl-].[Na+].O (brine). Product: [Si](C)(C)(C(C)(C)C)OC[C@H](C1=NC=CC=C1)N[S@@](=O)C(C)(C)C ((S)—N—((S)-2-(tert-butyldimethylsilyloxy)-1-(pyridin-2-yl)ethyl)-2-methylpropane-2-sulfinamide). Isolated yield 46.4%. As a reaction SMILES: C([Li])CCC.Br[C:7]1[CH:12]=[CH:11][CH:10]=[CH:9][N:8]=1.[Si:13]([O:20][CH2:21]/[CH:22]=[N:23]/[S@:24]([C:26]([CH3:29])([CH3:28])[CH3:27])=[O:25])([C:16]([CH3:19])([CH3:18])[CH3:17])([CH3:15])[CH3:14]>C1(C)C=CC=CC=1.[Cl-].[Na+].O>[Si:13]([O:20][CH2:21][C@@H:22]([NH:23][S@:24]([C:26]([CH3:29])([CH3:28])[CH3:27])=[O:25])[C:7]1[CH:12]=[CH:11][CH:10]=[CH:9][N:8]=1)([C:16]([CH3:19])([CH3:18])[CH3:17])([CH3:15])[CH3:14] |f:4.5.6|. Procedure details: To a solution of toluene (40 mL) cooled to −78° C. was added butyl lithium (1.6 M in hexanes, 5.57 mL, 13.9 mmol) at a rate such that the internal temperature did not exceed −50° C., and the reaction stirred until the internal temperature returned to −78° C. 2-Bromopyridine (1.20 mL, 12.7 mmol) in toluene (4 mL) was added to the reaction mixture at a rate such that the temperature did not exceed −65° C. The reaction was stirred at −78° C. for 1 hour. To the reaction was added (S,E)-N-(2-(tert-bu... The reactants are [OH-].[K+] (KOH), OS(=O)[O-].[Na+] (NaHSO3), C1(=CC=CC=C1)C1=CC=2NN=CC2S1 (5-phenyl-1H-thieno[3,2-c]pyrazole), C1(=CC=CC=C1)C1=CC=2NN=CC2S1 (5-phenyl-1H-thieno[3,2-c]pyrazole), II (iodine). Solvent: CN(C=O)C (dimethylformamide), O (water). Run at time 3 hour. Yields the product IC=1C2=C(NN1)C=C(S2)C2=CC=CC=C2 (3-iodo-5-phenyl-1H-thieno[3,2-c]pyrazole). The yield is 91.6%. As a reaction SMILES: [OH-].[K+].[C:3]1([C:9]2[S:16][C:15]3[CH:14]=[N:13][NH:12][C:11]=3[CH:10]=2)[CH:8]=[CH:7][CH:6]=[CH:5][CH:4]=1.[I:17]I.OS([O-])=O.[Na+]>O.CN(C)C=O>[I:17][C:14]1[C:15]2[S:16][C:9]([C:3]3[CH:4]=[CH:5][CH:6]=[CH:7][CH:8]=3)=[CH:10][C:11]=2[NH:12][N:13]=1 |f:0.1,4.5|. Procedure details: Crushed KOH (1.09 g, 6.49 mmol) was added in one portion to a stirred mixture of 5-phenyl-1H-thieno[3,2-c]pyrazole [1.30 g, 6.49 mmol, Intermediate (45)], iodine (2.47 g, 9.73 mmol), and dimethylformamide (15 mL) under nitrogen at room temperature and the dark reaction was stirred at room temperature. After 3 hours, 10% aqueous NaHSO3 (40 mL) was added with stirring. The resulting slurry was diluted with water (40 mL) and the mixture stirred at room temperature for 5 minutes. The solid was colle... The reactants are NC12CC3CC(CC(C3)C1)C2, CCCSc1c(C(=O)O)cnn1-c1ccc(C(=O)OC)cc1, CCN=C=NCCCN(C)C, CCOC(C)=O, CCN(C(C)C)C(C)C, CN(C)C=O, On1nnc2ccccc21. Product: CCCSc1c(C(=O)NC23CC4CC(CC(C4)C2)C3)cnn1-c1ccc(C(=O)OC)cc1. As a reaction SMILES: [C:23]12([NH2:33])[CH2:24][CH:25]3[CH2:26][CH:27]([CH2:28][CH:29]([CH2:30]1)[CH2:31]3)[CH2:32]2.[CH3:1][O:2][C:3](=[O:4])[c:5]1[cH:6][cH:7][c:8](-[n:11]2[n:12][cH:13][c:14]([C:20](=[O:21])[OH:22])[c:15]2[S:16][CH2:17][CH2:18][CH3:19])[cH:9][cH:10]1.[CH3:53][CH2:54][N:55]=[C:56]=[N:57][CH2:58][CH2:59][CH2:60][N:61]([CH3:62])[CH3:63].[CH3:69][CH2:70][O:71][C:72](=[O:73])[CH3:74].[CH:44]([N:45]([CH2:46][CH3:47])[CH:48]([CH3:49])[CH3:50])([CH3:51])[CH3:52].[O:64]=[CH:65][N:66]([CH3:67])[CH3:68].[OH:34][n:35]1[c:36]2[c:37]([cH:38][cH:39][cH:40][cH:41]2)[n:42][n:43]1>>[CH3:1][O:2][C:3](=[O:4])[c:5]1[cH:6][cH:7][c:8](-[n:11]2[n:12][cH:13][c:14]([C:20](=[O:22])[NH:33][C:23]34[CH2:24][CH:25]5[CH2:26][CH:27]([CH2:28][CH:29]([CH2:30]3)[CH2:31]5)[CH2:32]4)[c:15]2[S:16][CH2:17][CH2:18][CH3:19])[cH:9][cH:10]1. Product: ClC1=NC(=CC=C1)CN(C)C (2-Chloro-6-dimethylaminomethylpyridine). Run in C(Cl)(Cl)(Cl)Cl (carbon tetrachloride). Starting materials: ClC1=NC(=CC=C1)C (2-Chloro-6-methylpyridine), BrN1C(CCC1=O)=O (N-bromosuccinimide), C(C1=CC=CC=C1)(=O)OOC(C1=CC=CC=C1)=O (benzoyl peroxide), BrN1C(CCC1=O)=O (N-bromosuccinimide). RXN SMILES: [Cl:1][C:2]1[CH:7]=[CH:6][CH:5]=[C:4]([CH3:8])[N:3]=1.Br[N:10]1[C:14](=O)CC[C:11]1=O.C(OOC(=O)C1C=CC=CC=1)(=O)C1C=CC=CC=1>C(Cl)(Cl)(Cl)Cl>[Cl:1][C:2]1[CH:7]=[CH:6][CH:5]=[C:4]([CH2:8][N:10]([CH3:14])[CH3:11])[N:3]=1. Procedure details: 2-Chloro-6-methylpyridine (6.4 g, 0.05 mol) is refluxed with N-bromosuccinimide (8.9 g, 0.05 mol) in 50 ml of carbon tetrachloride with benzoyl peroxide (50 mg) until the N-bromosuccinimide has reacted completely (7-14 hours). The succinimide is removed by filtering and the filtrate is saturated with anhydrous dimethylamine. Dimethylamine hydrochloride is removed by filtration and the filtrate is concentrated in vacuo. The residual oil is taken up in hexane and extracted into dilute hydrochloric...